From a dataset of the Open Reaction Database (ORD), a public repository of structured organic reaction records. describe an organic reaction: reactants, conditions, products, and yield Reactants: CCOC(=O)CBr, CCO, Cc1ncsc1CCO. The product is [Br-], CCOC(=O)C[n+]1csc(CCO)c1C. Reaction SMILES: [Br:10][CH2:11][C:12](=[O:13])[O:14][CH2:15][CH3:16].[CH3:17][CH2:18][OH:19].[CH3:1][c:2]1[n:3][cH:4][s:5][c:6]1[CH2:7][CH2:8][OH:9]>>[Br-:10].[CH3:1][c:2]1[n+:3]([CH2:11][C:12](=[O:13])[O:14][CH2:15][CH3:16])[cH:4][s:5][c:6]1[CH2:7][CH2:8][OH:9].